This data is from the Open Reaction Database (ORD), a public repository of structured organic reaction records. The task is: describe an organic reaction: reactants, conditions, products, and yield Procedure details: The title compound was prepared as described in Example 1A, substituting 3-methylbutan-1-amine for 3-methylbutan-1-amine and 4-(imidazo[1,2-a]pyridin-6-ylmethylcarbamoyl)benzoic acid for 4-nitrobenzoic acid. 1H NMR (300 MHz, DMSO-d6) δ ppm 9.15 (t, J=5.8 Hz, 1H), 8.55-8.47 (m, 2H), 8.00-7.84 (m, 5H), 7.54 (dd, J=5.1, 4.1 Hz, 2H), 7.23 (dd, J=9.3, 1.7 Hz, 1H), 4.48 (d, J=5.8 Hz, 2H), 3.30-3.21 (m, 2H), 1.62 (dp, J=13.3, 6.6 Hz, 1H), 1.49-1.37 (m, 2H), 0.91 (d, J=6.6 Hz, 6H); MS (ESI(+)) m/e 365 (... The product is N=1C=CN2C1C=CC(=C2)CNC(=O)C2=CC=C(C=C2)C(=O)NCCC(C)C (N-(imidazo[1,2-a]pyridin-6-ylmethyl)-N′-(3-methylbutyl)benzene-1,4-dicarboxamide). Reactants: CC(CCN)C (3-methylbutan-1-amine), N=1C=CN2C1C=CC(=C2)CNC(=O)C2=CC=C(C(=O)O)C=C2 (4-(imidazo[1,2-a]pyridin-6-ylmethylcarbamoyl)benzoic acid), [N+](=O)([O-])C1=CC=C(C(=O)O)C=C1 (4-nitrobenzoic acid). RXN SMILES: [CH3:1][CH:2]([CH3:6])[CH2:3][CH2:4][NH2:5].[N:7]1[CH:8]=[CH:9][N:10]2[CH:15]=[C:14]([CH2:16][NH:17][C:18]([C:20]3[CH:28]=[CH:27][C:23]([C:24](O)=[O:25])=[CH:22][CH:21]=3)=[O:19])[CH:13]=[CH:12][C:11]=12.[N+](C1C=CC(C(O)=O)=CC=1)([O-])=O>>[N:7]1[CH:8]=[CH:9][N:10]2[CH:15]=[C:14]([CH2:16][NH:17][C:18]([C:20]3[CH:28]=[CH:27][C:23]([C:24]([NH:5][CH2:4][CH2:3][CH:2]([CH3:6])[CH3:1])=[O:25])=[CH:22][CH:21]=3)=[O:19])[CH:13]=[CH:12][C:11]=12. The reactants are ClCl (chlorine), ClCl (chlorine), FC1=C(C=CC=C1)O (2-fluorophenol), ClCl (chlorine). Product: ClC1=C(C(=CC=C1)F)O (2-chloro-6-fluorophenol). Reaction SMILES: [Cl:1]Cl.[F:3][C:4]1[CH:9]=[CH:8][CH:7]=[CH:6][C:5]=1[OH:10]>>[Cl:1][C:6]1[CH:7]=[CH:8][CH:9]=[C:4]([F:3])[C:5]=1[OH:10]. Procedure details: 4 g (56 mmol) of chlorine is introduced at this temperature. Then 60.5 g (540 mmol) of 2-fluorophenol are dropped in the solution over about 2 hours, while at the same rate 42 g (590 mmol) more chlorine is Introduced. After that 4 g more chlorine are introduced to complete the chlorination. The reactants are C(=O)(OCC1=CC=CC=C1)N1[C@@H](CCC1)C=CC(C)=NO (1-(1-CBZ-2(S)-pyrrolidinyl)-1-buten-3-one oxime), II (I2), C(=O)(O)[O-].[Na+] (NaHCO3). The solvent is O (water), C1CCOC1 (THF), OS(=O)[O-].[Na+] (NaHSO3). The product is CC1=NOC(=C1)[C@H]1N(CCC1)C(=O)OCC1=CC=CC=C1 (3-Methyl-5-(1-CBZ-2(S)-pyrrolidinyl)isoxazole). Reaction SMILES: [C:1]([N:11]1[CH2:15][CH2:14][CH2:13][C@H:12]1[CH:16]=[CH:17][C:18](=[N:20][OH:21])[CH3:19])([O:3][CH2:4][C:5]1[CH:10]=[CH:9][CH:8]=[CH:7][CH:6]=1)=[O:2].II.C([O-])(O)=O.[Na+]>O.C1COCC1.OS([O-])=O.[Na+]>[CH3:19][C:18]1[CH:17]=[C:16]([C@@H:12]2[CH2:13][CH2:14][CH2:15][N:11]2[C:1]([O:3][CH2:4][C:5]2[CH:10]=[CH:9][CH:8]=[CH:7][CH:6]=2)=[O:2])[O:21][N:20]=1 |f:2.3,6.7|. Procedure details: A 169 mg sample (0.59 mmol.) of the product from step 23d above, 344 mg (2.07 mmol) of KI, 156 mg ((0.61 mmol) of I2, and 198 mg (2.36 mmol) of NaHCO3 were dissolved in 3 mL of water and 3 mL of THF. The mixture was heated at reflux for 6 hr, then cooled to room temperature. The mixture was diluted With 20 mL of 1.7M NaHSO3 solution, then extracted with ether. The combined extracts were washed with brine and dried over MgSO4, then concentrated to give 143 mg of crude product. Chromatography on s... Starting materials: Cl (HCl), N1N=CC(=C1)C1=NC=CC(=C1)OC1=CC(=C(C=C1F)NC(=O)C=1C(N(C=CC1OCC)C1=CC=C(C=C1)F)=O)F (N-(4-((2-(1H-pyrazol-4-yl)pyridin-4-yl)oxy)-2,5-difluorophenyl)-4-ethoxy-1-(4-fluorophenyl)-2-oxo-1,2-dihydropyridine-3-carboxamide), CCOCC (Et2O). Run in CC#N (MeCN). Yields the product Cl.N1N=CC(=C1)C1=NC=CC(=C1)OC1=CC(=C(C=C1F)NC(=O)C=1C(N(C=CC1OCC)C1=CC=C(C=C1)F)=O)F (N-(4-((2-(1H-pyrazol-4-yl)pyridin-4-yl)oxy)-2,5-difluorophenyl)-4-ethoxy-1-(4-fluorophenyl)-2-oxo-1,2-dihydropyridine-3-carboxamide hydrochloride). The yield is 87.2%. Reaction SMILES: [NH:1]1[CH:5]=[C:4]([C:6]2[CH:11]=[C:10]([O:12][C:13]3[C:18]([F:19])=[CH:17][C:16]([NH:20][C:21]([C:23]4[C:24](=[O:39])[N:25]([C:32]5[CH:37]=[CH:36][C:35]([F:38])=[CH:34][CH:33]=5)[CH:26]=[CH:27][C:28]=4[O:29][CH2:30][CH3:31])=[O:22])=[C:15]([F:40])[CH:14]=3)[CH:9]=[CH:8][N:7]=2)[CH:3]=[N:2]1.[ClH:41].CCOCC>CC#N>[ClH:41].[NH:1]1[CH:5]=[C:4]([C:6]2[CH:11]=[C:10]([O:12][C:13]3[C:18]([F:19])=[CH:17][C:16]([NH:20][C:21]([C:23]4[C:24](=[O:39])[N:25]([C:32]5[CH:37]=[CH:36][C:35]([F:38])=[CH:34][CH:33]=5)[CH:26]=[CH:27][C:28]=4[O:29][CH2:30][CH3:31])=[O:22])=[C:15]([F:40])[CH:14]=3)[CH:9]=[CH:8][N:7]=2)[CH:3]=[N:2]1 |f:4.5|. Reported procedure: To a mixture of N-(4-((2-(1H-pyrazol-4-yl)pyridin-4-yl)oxy)-2,5-difluorophenyl)-4-ethoxy-1-(4-fluorophenyl)-2-oxo-1,2-dihydropyridine-3-carboxamide (87 mg, 0.159 mmol) in MeCN (3 mL) was added 0.1 N HCl (1.59 mL, 0.159 mmol) and the solution frozen and lyophilized. The material was treated with Et2O, the solid collected via filtration and dried to afford N-(4-((2-(1H-pyrazol-4-yl)pyridin-4-yl)oxy)-2,5-difluorophenyl)-4-ethoxy-1-(4-fluorophenyl)-2-oxo-1,2-dihydropyridine-3-carboxamide hydrochlori...